From a dataset of the Open Reaction Database (ORD), a public repository of structured organic reaction records. describe an organic reaction: reactants, conditions, products, and yield Starting materials: CC(C)(C)OC(=O)N1CCC(c2ccc3c(c2)OCCc2sc(N4C(=O)NC(=O)C4(C)C)nc2-3)CC1, CS(C)=O, ClCCl, O=C(O)C(F)(F)F. Yields the product CC1(C)C(=O)NC(=O)N1c1nc2c(s1)CCOc1cc(C3CCNCC3)ccc1-2. Reaction SMILES: [CH3:1][C:2]1([CH3:36])[C:3](=[O:35])[NH:4][C:5](=[O:34])[N:6]1[c:7]1[s:8][c:9]2[c:10]([n:33]1)-[c:11]1[c:12]([cH:16][c:17]([CH:20]3[CH2:21][CH2:22][N:23]([C:26]([O:27][C:28]([CH3:29])([CH3:30])[CH3:31])=[O:32])[CH2:24][CH2:25]3)[cH:18][cH:19]1)[O:13][CH2:14][CH2:15]2.[CH3:37][S:38]([CH3:39])=[O:40].[Cl:48][CH2:49][Cl:50].[OH:41][C:42]([C:43]([F:44])([F:45])[F:46])=[O:47]>>[CH3:1][C:2]1([CH3:36])[C:3](=[O:35])[NH:4][C:5](=[O:34])[N:6]1[c:7]1[s:8][c:9]2[c:10]([n:33]1)-[c:11]1[c:12]([cH:16][c:17]([CH:20]3[CH2:21][CH2:22][NH:23][CH2:24][CH2:25]3)[cH:18][cH:19]1)[O:13][CH2:14][CH2:15]2. Reactants: OC=1C2=C(N=CN1)C=NC(=N2)SC (4-hydroxy-6-methylthiopyrimido[5,4-d]pyrimidine), C[Si](N[Si](C)(C)C)(C)C (hexamethyldisilazane), ClC=1C=C(N)C=CC1F (3-chloro-4-fluoroaniline), C1(=CC=C(C=C1)S(=O)(=O)O)C (p-toluenesulphonic acid). The solvent is CO (methanol). Reaction conditions: temperature 100 celsius. The product is ClC=1C=C(C=CC1F)NC=1C2=C(N=CN1)C=NC(=N2)SC (4-[(3-Chloro-4-fluorophenyl)amino]-6-methylthiopyrimido[5,4-d]pyrimidine). Reaction SMILES: O[C:2]1[C:3]2[N:11]=[C:10]([S:12][CH3:13])[N:9]=[CH:8][C:4]=2[N:5]=[CH:6][N:7]=1.C[Si](C)(C)N[Si](C)(C)C.[Cl:23][C:24]1[CH:25]=[C:26]([CH:28]=[CH:29][C:30]=1[F:31])[NH2:27].C1(C)C=CC(S(O)(=O)=O)=CC=1>CO>[Cl:23][C:24]1[CH:25]=[C:26]([NH:27][C:2]2[C:3]3[N:11]=[C:10]([S:12][CH3:13])[N:9]=[CH:8][C:4]=3[N:5]=[CH:6][N:7]=2)[CH:28]=[CH:29][C:30]=1[F:31]. Procedure details: 148 g of 4-hydroxy-6-methylthiopyrimido[5,4-d]pyrimidine, 286 ml of hexamethyldisilazane, 333 g of 3-chloro-4-fluoroaniline and 15 g of p-toluenesulphonic acid are heated at 140° C. for 23 hours. The reaction mixture is cooled and, after addition of 4 l of methanol, heated at 100° C. for one hour. The methanol is distilled off and the residue is triturated three times with diethyl ether and filtered off with suction. Starting materials: [C-]#N.[Na+] (sodium cyanide), S(=O)(Cl)Cl (thionyl chloride), BrC=1C=C(C=C(C1)OC)CO ((3-bromo-5-methoxyphenyl)methanol). Run in CN(C)C=O (DMF), C(O)([O-])=O.[Na+] (sodium hydrogen carbonate), O (water), C(Cl)Cl (DCM), CN(C)C=O (DMF). Reaction conditions: time 8 hour. The product is BrC=1C=C(C=C(C1)OC)CC#N ((3-bromo-5-methoxyphenyl)acetonitrile). Isolated yield 80.3%. As a reaction SMILES: [Br:1][C:2]1[CH:3]=[C:4]([CH2:10]O)[CH:5]=[C:6]([O:8][CH3:9])[CH:7]=1.S(Cl)(Cl)=O.[C-:16]#[N:17].[Na+]>C(Cl)Cl.C(=O)([O-])O.[Na+].CN(C=O)C.O>[Br:1][C:2]1[CH:3]=[C:4]([CH2:10][C:16]#[N:17])[CH:5]=[C:6]([O:8][CH3:9])[CH:7]=1 |f:2.3,5.6|. Procedure details: The product from step (iii) (5.38 g) was dissolved in dry DCM (50 ml) and dry DMF (2.3 ml) added followed by thionyl chloride (2.17 ml). The reaction mixture was stirred at RT overnight, and then diluted with aqueous sodium hydrogen carbonate, extracted with DCM, dried (MgSO4) and evaporated under reduced pressure to give an oil. The oil was dissolved in DMF (20 ml), sodium cyanide (1.30 g) was added and stirred at RT overnight. The reaction mixture was diluted with water, extracted with ether, ... Starting materials: CC(=O)Nc1ccc(C(O)C(C)C)cc1, CS(=O)(=O)O, CC#N, [K+], [K+], O=C([O-])[O-], c1nc[nH]n1. The product is CC(=O)Nc1ccc(C(C(C)C)n2cncn2)cc1. As a reaction SMILES: [C:6]([CH3:7])(=[O:8])[NH:9][c:10]1[cH:11][cH:12][c:13]([CH:16]([OH:17])[CH:18]([CH3:19])[CH3:20])[cH:14][cH:15]1.[CH3:1][S:2]([OH:3])(=[O:4])=[O:5].[CH3:32][C:33]#[N:34].[K+:26].[K+:27].[O-:28][C:29]([O-:30])=[O:31].[nH:21]1[n:22][cH:23][n:24][cH:25]1>>[C:6]([CH3:7])(=[O:8])[NH:9][c:10]1[cH:11][cH:12][c:13]([CH:16]([CH:18]([CH3:19])[CH3:20])[n:21]2[n:22][cH:23][n:24][cH:25]2)[cH:14][cH:15]1. Reactants: OC1C=2N(C3=C(C(N1)=O)SC=C3)C=CC2 (6-hydroxy-5,6-dihydro-4-oxo -4H-pyrrol-o[1,2-a]thieno[2,3-f][1,4]diazepine), CC(=O)C (acetone). Run in [OH-].[Na+] (sodium hydroxide). Conditions: time 3 hour. The product is C(C(=O)C)C1C=2N(C3=C(C(N1)=O)SC=C3)C=CC2 (6-acetonyl-5,6-dihydro-4-oxo-4H -pyrrolo[1,2-a]thieno[2,3-f][1,4]diazepine). The yield is 60.0%. As a reaction SMILES: O[CH:2]1[NH:8][C:7](=[O:9])[C:6]2[S:10][CH:11]=[CH:12][C:5]=2[N:4]2[CH:13]=[CH:14][CH:15]=[C:3]12.[CH3:16][C:17]([CH3:19])=[O:18]>[OH-].[Na+]>[CH2:16]([CH:2]1[NH:8][C:7](=[O:9])[C:6]2[S:10][CH:11]=[CH:12][C:5]=2[N:4]2[CH:13]=[CH:14][CH:15]=[C:3]12)[C:17]([CH3:19])=[O:18] |f:2.3|. Procedure details: 1 g (0.0045 mol) of 6-hydroxy-5,6-dihydro-4-oxo -4H-pyrrol-o[1,2-a]thieno[2,3-f][1,4]diazepine is added in a single portion to an emulsion of 20 ml of acetone in 10 ml of 10N sodium hydroxide, and the reaction mixture is stirred vigorously at room temperature for 3 hours. The acetone is then removed under vacuum and 100 ml of water are poured onto the liquid residue. The yellow precipitate obtained is drained, washed with water and recrystallized. 0.7 g of 6-acetonyl-5,6-dihydro-4-oxo-4H -pyrrol... Reactants: [OH-].[Ba+2].[OH-] (barium hydroxide), [OH-].[Ba+2].[OH-] (barium hydroxide), C(C)OC(C(CCCC)Br)=O (2-bromohexanoic acid ethyl ester), NC(=S)N (thiourea). Solvent: C(C)O (ethanol), C(C)O (ethanol). Run at time 20 hour. Yields the product SC(C(=O)O)CCCC (2-mercaptohexanoic acid). Yield: 81.0%. RXN SMILES: C([O:3][C:4](=[O:11])[CH:5](Br)[CH2:6][CH2:7][CH2:8][CH3:9])C.NC(N)=[S:14].[OH-].[Ba+2].[OH-]>C(O)C>[SH:14][CH:5]([CH2:6][CH2:7][CH2:8][CH3:9])[C:4]([OH:3])=[O:11] |f:2.3.4|. Reported procedure: A mixture of 100 g (0.44 mole) of 2-bromohexanoic acid ethyl ester (Aldrich) and 39.0 g (0.51 mole) of thiourea (Fisher) in 600 mL of ethanol was stirred and heated on a steam bath for 2 hr. The solvent was evaporated under reduced pressure to give a solid residue. The solid was treated with 75 g (0.44 mole) of barium hydroxide in 1 L of 20% aqueous ethanol and the reaction mixture was stirred and heated at reflux for 20 hr. An additional 30.0 g (0.18 mole) of barium hydroxide was added and stir...